From a dataset of the Open Reaction Database (ORD), a public repository of structured organic reaction records. describe an organic reaction: reactants, conditions, products, and yield Reactants: C(C)N1N=C(C2=NC=C(C=C21)F)C2=CC=C(C=C2)O (4-(1-ethyl-6-fluoro-1H-pyrazolo[4,3-b]pyridin-3-yl)phenol), [H-].[Na+] (NaH), O (water), COCCN1C(=NC=2C1=NC=CC2)S(=O)(=O)C (3-(2-methoxyethyl)-2-(methylsulfonyl)-3H-imidazo[4,5-b]pyridine). Run in CN(C)C=O (DMF). Reaction conditions: time 30 minute. Product: C(C)N1N=C(C2=NC=C(C=C21)F)C2=CC=C(C=C2)OC2=NC=1C(=NC=CC1)N2CCOC (1-Ethyl-6-fluoro-3-(4-{[3-(2-methoxyethyl)-3H-imidazo[4,5-b]pyridin-2-yl]oxy}phenyl)-1H-pyrazolo[4,3-b]pyridine). Isolated yield 43.1%. Reaction SMILES: [CH2:1]([N:3]1[C:11]2[C:6](=[N:7][CH:8]=[C:9]([F:12])[CH:10]=2)[C:5]([C:13]2[CH:18]=[CH:17][C:16]([OH:19])=[CH:15][CH:14]=2)=[N:4]1)[CH3:2].[H-].[Na+].[CH3:22][O:23][CH2:24][CH2:25][N:26]1[C:30]2=[N:31][CH:32]=[CH:33][CH:34]=[C:29]2[N:28]=[C:27]1S(C)(=O)=O.O>CN(C=O)C>[CH2:1]([N:3]1[C:11]2[C:6](=[N:7][CH:8]=[C:9]([F:12])[CH:10]=2)[C:5]([C:13]2[CH:18]=[CH:17][C:16]([O:19][C:27]3[N:26]([CH2:25][CH2:24][O:23][CH3:22])[C:30]4=[N:31][CH:32]=[CH:33][CH:34]=[C:29]4[N:28]=3)=[CH:15][CH:14]=2)=[N:4]1)[CH3:2] |f:1.2|. Reported procedure: To a stirred solution of 4-(1-ethyl-6-fluoro-1H-pyrazolo[4,3-b]pyridin-3-yl)phenol (57.6 mg) in DMF (4 mL) was added NaH (60% in oil, 5.38 mg) at room temperature. The mixture was stirred at room temperature for 30 min and then 3-(2-methoxyethyl)-2-(methylsulfonyl)-3H-imidazo[4,5-b]pyridine (52 mg) was added. The mixture was exposed to microwave irradiation at 180° C. for 30 min, treated with water, and extracted with AcOEt. The organic layer was dried over MgSO4 and concentrated under reduced p... The reactants are ClC1=C(C=CC(=C1)NC1=C(C=C(C=C1)F)F)C(=O)C1=C(C=CC(=C1)C#C)C ([2-Chloro-4-(2,4-difluoro-phenylamino)-phenyl]-(5-ethynyl-2-methyl-phenyl)-methanone), ClC1=C(C=CC(=C1)NC1=CC=C(C=C1)F)C(=O)C1=C(C=CC(=C1)C#C[Si](C)(C)C)C ([2-Chloro-4-(4-fluoro-phenylamino)-phenyl]-(2-methyl-5-trimethylsilanylethynyl-phenyl)-methanone). Yields the product ClC1=C(C=CC(=C1)NC1=CC=C(C=C1)F)C(=O)C1=C(C=CC(=C1)C#C)C ([2-Chloro-4-(4-fluoro-phenylamino)-phenyl]-(5-ethynyl-2-methyl-phenyl)-methanone). RXN SMILES: [Cl:1][C:2]1[CH:7]=[C:6]([NH:8][C:9]2[CH:14]=[CH:13][C:12]([F:15])=[CH:11][C:10]=2F)[CH:5]=[CH:4][C:3]=1[C:17]([C:19]1[CH:24]=[C:23]([C:25]#[CH:26])[CH:22]=[CH:21][C:20]=1[CH3:27])=[O:18].ClC1C=C(NC2C=CC(F)=CC=2)C=CC=1C(C1C=C(C#C[Si](C)(C)C)C=CC=1C)=O>>[Cl:1][C:2]1[CH:7]=[C:6]([NH:8][C:9]2[CH:10]=[CH:11][C:12]([F:15])=[CH:13][CH:14]=2)[CH:5]=[CH:4][C:3]=1[C:17]([C:19]1[CH:24]=[C:23]([C:25]#[CH:26])[CH:22]=[CH:21][C:20]=1[CH3:27])=[O:18]. Procedure details: The reaction was carried out similarly as described in the preparation of compound 407, using compound 431 (5.95 mmol). The crude product was used without any further purification. Reactants: BrC=1C=C2C(=NC(=NC2=CC1)NCC1=CC=C(C=C1)F)NCC(F)(F)F (6-Bromo-N2-(4-fluoro-benzyl)-N4-(2,2,2-trifluoro-ethyl)-quinazoline-2,4-diamine), C([O-])([O-])=O.[K+].[K+] (potassium carbonate), FC1=CC=C(C=C1)B(O)O (4-fluorophenyl boronic acid). Run at temperature 170 celsius. The solvent is CN(C)C=O (DMF). Reaction SMILES: Br[C:2]1[CH:3]=[C:4]2[C:9](=[CH:10][CH:11]=1)[N:8]=[C:7]([NH:12][CH2:13][C:14]1[CH:19]=[CH:18][C:17]([F:20])=[CH:16][CH:15]=1)[N:6]=[C:5]2[NH:21][CH2:22][C:23]([F:26])([F:25])[F:24].C(=O)([O-])[O-].[K+].[K+].[F:33][C:34]1[CH:39]=[CH:38][C:37](B(O)O)=[CH:36][CH:35]=1>CN(C=O)C.[Pd].C1(P(C2C=CC=CC=2)C2C=CC=CC=2)C=CC=CC=1.C1(P(C2C=CC=CC=2)C2C=CC=CC=2)C=CC=CC=1.C1(P(C2C=CC=CC=2)C2C=CC=CC=2)C=CC=CC=1.C1(P(C2C=CC=CC=2)C2C=CC=CC=2)C=CC=CC=1>[F:20][C:17]1[CH:18]=[CH:19][C:14]([CH2:13][NH:12][C:7]2[N:6]=[C:5]([NH:21][CH2:22][C:23]([F:26])([F:25])[F:24])[C:4]3[C:9](=[CH:10][CH:11]=[C:2]([C:37]4[CH:38]=[CH:39][C:34]([F:33])=[CH:35][CH:36]=4)[CH:3]=3)[N:8]=2)=[CH:15][CH:16]=1 |f:1.2.3,6.7.8.9.10|. Procedure: A mixture of 6-Bromo-N2-(4-fluoro-benzyl)-N4-(2,2,2-trifluoro-ethyl)-quinazoline-2,4-diamine (34 mg, 0.08 mmol), potassium carbonate (0.4M. 0.4 ml)), tetrakis(triphenylphosphine) palladium (10 mg) and 4-fluorophenyl boronic acid in DMF (1 ml) was heated to 170° C. for 5 minutes by microwave. The residue was purified by RP HPLC, eluting with 0.1% TFA-acetonitrile, to provide the desired product (20 mg). The product was characterized as follows: MS (m/z): 445 ([M+H]+, 100); HPLC Rt=3.10 minutes (M... The reagents and catalysts are [Pd].C1(=CC=CC=C1)P(C1=CC=CC=C1)C1=CC=CC=C1.C1(=CC=CC=C1)P(C1=CC=CC=C1)C1=CC=CC=C1.C1(=CC=CC=C1)P(C1=CC=CC=C1)C1=CC=CC=C1.C1(=CC=CC=C1)P(C1=CC=CC=C1)C1=CC=CC=C1 (tetrakis(triphenylphosphine) palladium). Yields the product FC1=CC=C(CNC2=NC3=CC=C(C=C3C(=N2)NCC(F)(F)F)C2=CC=C(C=C2)F)C=C1 (N2-(4-Fluoro-benzyl)-6-(4-fluoro-phenyl)-N4-(2,2,2-trifluoro-ethyl)-quinazoline-2,4-diamine). The reactants are C1=CC=NC2=NC=C3C=CC=CC3=C12 (4,5-phenanthroline), CC1=CC=NC=C1 (4-methylpyridine), CC1=NC=CC=C1 (2-methylpyridine), CC=1C=NC=CC1 (3-methylpyridine). The product is C1=CC=CC2=NC3=CC=CC=C3C=C12 (acridine). As a reaction SMILES: [CH:1]1[C:14]2[C:5](=[N:6][CH:7]=[C:8]3[C:13]=2[CH:12]=[CH:11][CH:10]=[CH:9]3)N=[CH:3][CH:2]=1.[CH3:15]C1C=CC=CN=1.CC1C=NC=CC=1.CC1C=CN=CC=1>>[CH:9]1[C:8]2[C:7](=[N:6][C:5]3[C:14]([CH:13]=2)=[CH:1][CH:2]=[CH:3][CH:15]=3)[CH:12]=[CH:11][CH:10]=1. Procedure details: 4,5-phenanthroline, 2-methylpyridine; 3-methylpyridine; 4-methylpyridine; The reactants are BrB(Br)Br, COc1ccc2oc(-c3ccc(N)nn3)cc2c1, ClCCl, [Na+], O=C([O-])O, O. Product: Nc1ccc(-c2cc3cc(O)ccc3o2)nn1. As a reaction SMILES: [B:22]([Br:23])([Br:24])[Br:25].[CH3:1][O:2][c:3]1[cH:4][cH:5][c:6]2[c:7]([cH:8][c:9](-[c:11]3[cH:12][cH:13][c:14]([NH2:17])[n:15][n:16]3)[o:10]2)[cH:18]1.[Cl:19][CH2:20][Cl:21].[Na+:30].[O-:26][C:27]([OH:28])=[O:29].[OH2:31]>>[OH:2][c:3]1[cH:4][cH:5][c:6]2[c:7]([cH:8][c:9](-[c:11]3[cH:12][cH:13][c:14]([NH2:17])[n:15][n:16]3)[o:10]2)[cH:18]1. The reactants are NC1=NC=NN2C1=C(C=C2C=2C=C(C=CC2)CO)C=2C=CC1=CN(N=C1C2)CC2=CC=CC=C2 ({3-[4-amino-5-(2-benzyl-2H-indazol-6-yl)pyrrolo[2,1-f][1,2,4]triazin-7-yl]phenyl}methanol), C1(=CC=CC=C1)P(C1=CC=CC=C1)C1=CC=CC=C1 (triphenylphosphine), C(Br)(Br)(Br)Br (carbon tetrabromide). The solvent is O1CCCC1 (tetrahydrofuran). Reaction conditions: time 17 hour. Yields the product C(C1=CC=CC=C1)N1N=C2C=C(C=CC2=C1)C=1C=C(N2N=CN=C(C21)N)C2=CC(=CC=C2)CBr (5-(2-benzyl-2H-indazol-6-yl)-7-[3-(bromomethyl)phenyl]pyrrolo[2,1-f][1,2,4]triazin-4-amine). The yield is 90.1%. As a reaction SMILES: [NH2:1][C:2]1[C:7]2=[C:8]([C:19]3[CH:20]=[CH:21][C:22]4[C:26]([CH:27]=3)=[N:25][N:24]([CH2:28][C:29]3[CH:34]=[CH:33][CH:32]=[CH:31][CH:30]=3)[CH:23]=4)[CH:9]=[C:10]([C:11]3[CH:12]=[C:13]([CH2:17]O)[CH:14]=[CH:15][CH:16]=3)[N:6]2[N:5]=[CH:4][N:3]=1.C1(P(C2C=CC=CC=2)C2C=CC=CC=2)C=CC=CC=1.C(Br)(Br)(Br)[Br:55]>O1CCCC1>[CH2:28]([N:24]1[CH:23]=[C:22]2[C:26]([CH:27]=[C:19]([C:8]3[CH:9]=[C:10]([C:11]4[CH:16]=[CH:15][CH:14]=[C:13]([CH2:17][Br:55])[CH:12]=4)[N:6]4[C:7]=3[C:2]([NH2:1])=[N:3][CH:4]=[N:5]4)[CH:20]=[CH:21]2)=[N:25]1)[C:29]1[CH:34]=[CH:33][CH:32]=[CH:31][CH:30]=1. Procedure: To a solution of {3-[4-amino-5-(2-benzyl-2H-indazol-6-yl)pyrrolo[2,1-f][1,2,4]triazin-7-yl]phenyl}methanol (575 mg, 1.29 mmol) and triphenylphosphine (507 mg, 1.93 mmol) in tetrahydrofuran (10 mL) was added carbon tetrabromide (512 mg, 1.55 mmol). The reaction was stirred at rt for 17 h. The mixture was partitioned between water (50 mL) and CH2Cl2 (50 mL). The layers were separated and the organic phase was washed with brine, dried (Na2SO4), and evaporated. The crude material was purified via IS... Starting materials: OC1CCC(CC1)C(=O)O (4-hydroxycyclohexanecarboxylic acid), CC(C)N (propan-2-amine). Yields the product OC1CCC(CC1)C(=O)NC(C)C (4-hydroxy-N-isopropylcyclohexanecarboxamide). Reaction SMILES: [OH:1][CH:2]1[CH2:7][CH2:6][CH:5]([C:8]([OH:10])=O)[CH2:4][CH2:3]1.[CH3:11][CH:12]([NH2:14])[CH3:13]>>[OH:1][CH:2]1[CH2:3][CH2:4][CH:5]([C:8]([NH:14][CH:12]([CH3:13])[CH3:11])=[O:10])[CH2:6][CH2:7]1. Reported procedure: Prepared as in Example 24a from 4-hydroxycyclohexanecarboxylic acid and propan-2-amine as a colorless oil (68%). MS 186 (MH+). The reactants are COc1ccc(-c2cc(CCC=O)nn2-c2ccccc2)cc1, CCN(C(C)C)C(C)C, c1ccc(N2CCNCC2)cc1. The product is COc1ccc(-c2cc(CCCN3CCN(c4ccccc4)CC3)nn2-c2ccccc2)cc1. As a reaction SMILES: [CH3:1][O:2][c:3]1[cH:4][cH:5][c:6](-[c:9]2[cH:10][c:11]([CH2:20][CH2:21][CH:22]=[O:23])[n:12][n:13]2-[c:14]2[cH:15][cH:16][cH:17][cH:18][cH:19]2)[cH:7][cH:8]1.[CH:36]([N:37]([CH2:38][CH3:39])[CH:40]([CH3:41])[CH3:42])([CH3:43])[CH3:44].[c:24]1([N:30]2[CH2:31][CH2:32][NH:33][CH2:34][CH2:35]2)[cH:25][cH:26][cH:27][cH:28][cH:29]1>>[CH3:1][O:2][c:3]1[cH:4][cH:5][c:6](-[c:9]2[cH:10][c:11]([CH2:20][CH2:21][CH2:22][N:33]3[CH2:32][CH2:31][N:30]([c:24]4[cH:25][cH:26][cH:27][cH:28][cH:29]4)[CH2:35][CH2:34]3)[n:12][n:13]2-[c:14]2[cH:15][cH:16][cH:17][cH:18][cH:19]2)[cH:7][cH:8]1. Reactants: ClC1=CC=C(S1)C[C@@H]1C[C@H](NC1)C(=O)NC1=CC=C(C=C1)OC1=CC=C(C=C1)F ((2S,4S)-4-((5-chlorothien-2-yl)methyl)-N-(4-(4-fluorophenoxy)phenyl)pyrrolidine-2-carboxamide), C(=O)[O-].[NH4+] (ammonium formate). Reagents/catalysts: [Pd] (palladium on carbon). Run in CO (methanol). Reaction conditions: temperature 80 celsius, time 30 minute. Yields the product FC1=CC=C(OC2=CC=C(C=C2)NC(=O)[C@H]2NC[C@@H](C2)CC=2SC=CC2)C=C1 ((2S,4S)—N-(4-(4-fluorophenoxy)phenyl)-4-(thien-2-ylmethyl)pyrrolidine-2-carboxamide). Yield: 73.9%. RXN SMILES: Cl[C:2]1[S:6][C:5]([CH2:7][C@H:8]2[CH2:12][NH:11][C@H:10]([C:13]([NH:15][C:16]3[CH:21]=[CH:20][C:19]([O:22][C:23]4[CH:28]=[CH:27][C:26]([F:29])=[CH:25][CH:24]=4)=[CH:18][CH:17]=3)=[O:14])[CH2:9]2)=[CH:4][CH:3]=1.C([O-])=O.[NH4+]>[Pd].CO>[F:29][C:26]1[CH:25]=[CH:24][C:23]([O:22][C:19]2[CH:18]=[CH:17][C:16]([NH:15][C:13]([C@@H:10]3[CH2:9][C@@H:8]([CH2:7][C:5]4[S:6][CH:2]=[CH:3][CH:4]=4)[CH2:12][NH:11]3)=[O:14])=[CH:21][CH:20]=2)=[CH:28][CH:27]=1 |f:1.2|. Reported procedure: A flask was charged with (2S,4S)-4-((5-chlorothien-2-yl)methyl)-N-(4-(4-fluorophenoxy)phenyl)pyrrolidine-2-carboxamide (340 mg, 0.861 mmol), prepared as in Reference 6, palladium on carbon (10%, 50 mg), ammonium formate (200 mg, 3.33 mmol) and methanol (10 mL) and the mixture was heated to 80° C. The mixture was stirred at 80° C. for 30 minutes, filtered and then concentrated to give crude (2S,4S)—N-(4-(4-fluorophenoxy)phenyl)-4-(thien-2-ylmethyl)pyrrolidine-2-carboxamide (0.252 mg, 0.636 mmol),... Starting materials: CNC1=CC=CC2=CC=CC=C12 (N-methyl-1-naphthylamine), N1=C(C=CC=C1)CCN=C=O (2-pyridylethylisocyanate). Run in O1CCCC1 (tetrahydrofuran). Conditions: time 30 minute. The product is CN(C(NCCC1=NC=CC=C1)=O)C1=CC=CC2=CC=CC=C12 (3-methyl-3-(1-naphthyl)-1-(2-pyridylethyl)urea). RXN SMILES: [CH3:1][NH:2][C:3]1[C:12]2[C:7](=[CH:8][CH:9]=[CH:10][CH:11]=2)[CH:6]=[CH:5][CH:4]=1.[N:13]1[CH:18]=[CH:17][CH:16]=[CH:15][C:14]=1[CH2:19][CH2:20][N:21]=[C:22]=[O:23]>O1CCCC1>[CH3:1][N:2]([C:3]1[C:12]2[C:7](=[CH:8][CH:9]=[CH:10][CH:11]=2)[CH:6]=[CH:5][CH:4]=1)[C:22](=[O:23])[NH:21][CH2:20][CH2:19][C:14]1[CH:15]=[CH:16][CH:17]=[CH:18][N:13]=1. Procedure: To 3.14 gm. (0.02 mole) of N-methyl-1-naphthylamine in 75 ml. of tetrahydrofuran there is added 2.96 gm. (0.02 mole) of 2-pyridylethylisocyanate with stirring. After 30 minutes of stirring at ambient temperature, the mixture is refluxed for 1 hour. The solvent is then removed in vacuo and the residue crystallized from alcohol-water (4:1 v/v) to furnish 3-methyl-3-(1-naphthyl)-1-(2-pyridylethyl)urea.